Task: describe an organic reaction: reactants, conditions, products, and yield. Dataset: the Open Reaction Database (ORD), a public repository of structured organic reaction records Reactants: COCC(=O)Cl (methoxyacetyl chloride), CC1=C(C2=CC=CC=C2C=C1)NC1CC(=O)OC1 (3-(N-2-methylnaphth-1-ylamino)-gamma-butyrolactone), N1=CC=CC=C1 (pyridine). Run in ClCCl (dichloromethane). Reaction conditions: temperature 25 celsius, time 1 hour. The product is COCN(C1=C(C=CC2=CC=CC=C12)C)C1CC(=O)OC1 (3-(N-methoxymethyl-N-2-methylnaphth-1-ylamino)-gamma-butyrolactone). Reaction SMILES: [CH3:1][O:2][CH2:3]C(Cl)=O.[CH3:7][C:8]1[CH:17]=[CH:16][C:15]2[C:10](=[CH:11][CH:12]=[CH:13][CH:14]=2)[C:9]=1[NH:18][CH:19]1[CH2:24][O:23][C:21](=[O:22])[CH2:20]1.N1C=CC=CC=1>ClCCl>[CH3:1][O:2][CH2:3][N:18]([CH:19]1[CH2:24][O:23][C:21](=[O:22])[CH2:20]1)[C:9]1[C:10]2[C:15](=[CH:14][CH:13]=[CH:12][CH:11]=2)[CH:16]=[CH:17][C:8]=1[CH3:7]. Procedure details: A 2.4 g (0.022 mol) sample of methoxyacetyl chloride was added dropwise to a solution of 5.5 g (0.022 mol) 3-(N-2-methylnaphth-1-ylamino)-gamma-butyrolactone and 1.7 g (0.022 mol) pyridine in 100 ml dichloromethane. The reaction mixture was stirred one hour at about 25° C. and then heated under reflux for 6 hours. After cooling overnight, the reaction mixture was washed successively with water, saturated sodium bicarbonate solution, water, dried over magnesium sulfate and evaporated under reduce... Starting materials: ClC=1C=C2C=NNC2=C(C1)C(C(=O)OC)OCC1(CCN(CC1)C(=O)OC(C)(C)C)C1=CC=C(C=C1)F (tert-butyl 4-((1-(5-chloro-1H-indazol-7-yl)-2-methoxy-2-oxoethoxy)methyl)-4-(4-fluorophenyl)piperidine-1-carboxylate), FC(C(=O)O)(F)F (trifluoroacetic acid). Run at time 20 minute. The product is FC(C(=O)O)(F)F.ClC=1C=C2C=NNC2=C(C1)C(C(=O)OC)OCC1(CCN(CC1)C)C1=CC=C(C=C1)F (Methyl 2-(5-chloro-1H-indazol-7-yl)-2-((4-(4-fluorophenyl)-1-methylpiperidin-4-yl)methoxy)acetate trifluoroacetic acid salt). RXN SMILES: [Cl:1][C:2]1[CH:3]=[C:4]2[C:8](=[C:9]([CH:11]([O:16][CH2:17][C:18]3([C:31]4[CH:36]=[CH:35][C:34]([F:37])=[CH:33][CH:32]=4)[CH2:23][CH2:22][N:21]([C:24](OC(C)(C)C)=O)[CH2:20][CH2:19]3)[C:12]([O:14][CH3:15])=[O:13])[CH:10]=1)[NH:7][N:6]=[CH:5]2.[F:38][C:39]([F:44])([F:43])[C:40]([OH:42])=[O:41]>>[F:38][C:39]([F:44])([F:43])[C:40]([OH:42])=[O:41].[Cl:1][C:2]1[CH:3]=[C:4]2[C:8](=[C:9]([CH:11]([O:16][CH2:17][C:18]3([C:31]4[CH:36]=[CH:35][C:34]([F:37])=[CH:33][CH:32]=4)[CH2:23][CH2:22][N:21]([CH3:24])[CH2:20][CH2:19]3)[C:12]([O:14][CH3:15])=[O:13])[CH:10]=1)[NH:7][N:6]=[CH:5]2 |f:2.3|. Procedure: tert-butyl 4-((1-(5-chloro-1H-indazol-7-yl)-2-methoxy-2-oxoethoxy)methyl)-4-(4-fluorophenyl)piperidine-1-carboxylate (20 mg) was dissolved in trifluoroacetic acid (20% in dichloromethane, 1.5 mL) and stirred for 20 min at room temperature. The reaction was concentrated and the resulting residues loaded onto a strong cation exchange cartridge. The cartridge was flushed with several volumes of methanol which were discarded. The amine was eluted with 2M ammonia in methanol and concentrated. The unp... Starting materials: C([O-])([O-])=O.[K+].[K+] (potassium carbonate), C1(=CC=CC=C1)C1CC(NCCN1)=O (hexahydro-7-phenyl-1,4-diazepin-5-one), C(C1=CC=CC=C1)Cl (benzyl chloride). Run in C(C)#N (acetonitrile). Yields the product C(C1=CC=CC=C1)N1CCNC(CC1C1=CC=CC=C1)=O (1-benzyl-hexahydro-7-phenyl-1,4-diazepin-5-one). Yield: 83.9%. RXN SMILES: [C:1]1([CH:7]2[NH:13][CH2:12][CH2:11][NH:10][C:9](=[O:14])[CH2:8]2)[CH:6]=[CH:5][CH:4]=[CH:3][CH:2]=1.C(=O)([O-])[O-].[K+].[K+].[CH2:21](Cl)[C:22]1[CH:27]=[CH:26][CH:25]=[CH:24][CH:23]=1>C(#N)C>[CH2:21]([N:13]1[CH:7]([C:1]2[CH:2]=[CH:3][CH:4]=[CH:5][CH:6]=2)[CH2:8][C:9](=[O:14])[NH:10][CH2:11][CH2:12]1)[C:22]1[CH:27]=[CH:26][CH:25]=[CH:24][CH:23]=1 |f:1.2.3|. Reported procedure: 1.9 g hexahydro-7-phenyl-1,4-diazepin-5-one (for preparation see Example 1C) in 30 ml acetonitrile were heated to boiling with 2.0 g potassium carbonate and 1.2 g benzyl chloride with reflux cooling for 36 hours. Then filtration was carried out and the filtrate reduced in volume. The remaining residue was shaken with 10% aqueous citric acid solution, the organic phase was separated, dried over magnesium sulfate and reduced in volume under a vacuum. 2.23 g crude 1-benzyl-hexahydro-7-phenyl-1,4-di... The reactants are S(=O)([O-])S(=O)[O-].[Na+].[Na+] (Sodium dithionite), N(=O)C=1C(=NC(=NC1OCC1=CC=CC=C1)N)N (5-nitroso-2, 4-diamino-6-benzyloxy-primidine), nitroso. The solvent is O (H2O). Yields the product NC1=NC(=C(C(=N1)N)N)OCC1=CC=CC=C1 (2,4,5-triamino-6-benzyloxy-pyrimidine). As a reaction SMILES: S(S([O-])=O)([O-])=O.[Na+].[Na+].[N:9]([C:11]1[C:12]([NH2:26])=[N:13][C:14]([NH2:25])=[N:15][C:16]=1[O:17][CH2:18][C:19]1[CH:24]=[CH:23][CH:22]=[CH:21][CH:20]=1)=O>O>[NH2:25][C:14]1[N:13]=[C:12]([NH2:26])[C:11]([NH2:9])=[C:16]([O:17][CH2:18][C:19]2[CH:20]=[CH:21][CH:22]=[CH:23][CH:24]=2)[N:15]=1 |f:0.1.2|. Procedure: Sodium dithionite is added in portions to a suspension of 17 g 5-nitroso-2,4-diamino-6-benzyloxy-primidine (8) in 300 mL H2O at 50° C. until the red nitroso compound is fully reduced. The free base is separated out by adding aqueous ammonia. The crude product is cooled, suctioned off and crystallized from water, to which activated charcoal and a trace of sodium dithionite is added yielding 9. The reactants are O=[N+]([O-])c1ccc(C=Cc2ncc[nH]2)o1, ClCc1ccncc1. Yields the product O=[N+]([O-])c1ccc(C=Cc2nccn2Cc2ccncc2)o1. Reaction SMILES: [N+:9](=[O:10])([O-:11])[c:12]1[cH:13][cH:14][c:15]([CH:17]=[CH:18][c:19]2[nH:20][cH:21][cH:22][n:23]2)[o:16]1.[cH:1]1[cH:2][c:3]([CH2:7][Cl:8])[cH:4][cH:5][n:6]1>>[cH:1]1[cH:2][c:3]([CH2:7][n:23]2[c:19]([CH:18]=[CH:17][c:15]3[cH:14][cH:13][c:12]([N+:9](=[O:10])[O-:11])[o:16]3)[n:20][cH:21][cH:22]2)[cH:4][cH:5][n:6]1. The reactants are COC1=C(C=CC=C1)C1(CCC2(OCCO2)CC1)O (8-(2-Methoxy-phenyl)-1,4-dioxaspiro[4.5]decan-8-ol), Cl (HCl), C([O-])(O)=O.[Na+] (sodium bicarbonate). Solvent: C1CCOC1 (THF). Run at temperature 80 celsius. The product is COC1=C(C=CC=C1)C1=CCC(CC1)=O (4-(2-Methoxy-phenyl)-cyclohex-3-enone). RXN SMILES: [CH3:1][O:2][C:3]1[CH:8]=[CH:7][CH:6]=[CH:5][C:4]=1[C:9]1(O)[CH2:18][CH2:17][C:12]2(OCC[O:13]2)[CH2:11][CH2:10]1.Cl.C(=O)(O)[O-].[Na+]>C1COCC1>[CH3:1][O:2][C:3]1[CH:8]=[CH:7][CH:6]=[CH:5][C:4]=1[C:9]1[CH2:18][CH2:17][C:12](=[O:13])[CH2:11][CH:10]=1 |f:2.3|. Procedure: To a solution of 8-(2-Methoxy-phenyl)-1,4-dioxaspiro[4.5]decan-8-ol (100 mg, 0.379 mmol) in 10 mL THF was added HCl (1.4 mL 6M, 8.4 mmol). The solution was heated to 80° C. for 45 min, then poured onto saturated sodium bicarbonate and extracted with ethylacetate. The combined organic layers were washed with saturated sodium chloride, dried with magnesium sulfate, and concentrated in vacuo. The crude material was passed through silica (dichloromethane/3% methanol as eluent) to give 4-(2-Methoxy-p... Starting materials: [Cl-].[Na+] (sodium chloride), C(C)(C)NC(C)C (diisopropylamine), BrCC=C(C)C (4-bromo-2-methyl-2-butene), C(C(C)C)(=O)OCC (ethyl isobutyrate), C(C)(C)[N-]C(C)C.[Li+] (lithium diisopropylamide), C(CCC)[Li] (butyllithium). The solvent is CS(=O)C (dimethyl sulfoxide), O1CCCC1 (tetrahydrofuran), CCCCCC (hexane). Run at temperature 0 celsius, time 1 hour. Product: C(C)OC(C(CC=C(C)C)(C)C)=O (2,2,5-Trimethyl-4-hexenoic Acid Ethyl Ester). Yield: 49.7%. As a reaction SMILES: C(N[CH:5]([CH3:7])[CH3:6])(C)C.C([Li])CCC.[C:13]([O:18][CH2:19][CH3:20])(=[O:17])C(C)C.C([N-]C(C)C)(C)C.[Li+].Br[CH2:30][CH:31]=[C:32]([CH3:34])[CH3:33].[Cl-].[Na+]>O1CCCC1.CCCCCC.CS(C)=O>[CH2:19]([O:18][C:13](=[O:17])[C:5]([CH3:6])([CH3:7])[CH2:30][CH:31]=[C:32]([CH3:34])[CH3:33])[CH3:20] |f:3.4,6.7|. Procedure details: A solution of 101.2 g of diisopropylamine in 125 ml of absolute tetrahydrofuran was combined under argon at -20° C. dropwise with 610 ml of a 1.64 N butyllithium solution in hexane. The temperature was allowed to rise for a short time to about 0° C. and then, at -50° to -60° C., 116 g of ethyl isobutyrate was added dropwise to the lithium diisopropylamide solution. The reaction solution was stirred for one hour at 0° C., then cooled to -40° C. and thereafter added to a solution of 200 g of 4-bro... Starting materials: C(C)(=O)O.ClC1=C(CNC(=N)NC2=NC=C(C=C2)C)C(=CC=C1)OC1=CC=CC=C1 (N-(2-chloro-6-phenoxybenzyl)-N′-(5-methylpyridin-2-yl)guanidine acetate). Reagents/catalysts: [OH-].[OH-].[Pd+2] (Pearlman's catalyst). Solvent: CO (methanol). Conditions: time 12 hour. The product is Cl.CC=1C=CC(=NC1)NC(=N)NCC1=C(C=CC=C1)OC1=CC=CC=C1 (N-(5-Methylpyridin-2-yl)-N′-(2-phenoxybenzyl)guanidine hydrochloride). RXN SMILES: C(O)(=O)C.[Cl:5][C:6]1[CH:23]=[CH:22][CH:21]=[C:20]([O:24][C:25]2[CH:30]=[CH:29][CH:28]=[CH:27][CH:26]=2)[C:7]=1[CH2:8][NH:9][C:10]([NH:12][C:13]1[CH:18]=[CH:17][C:16]([CH3:19])=[CH:15][N:14]=1)=[NH:11]>CO.[OH-].[OH-].[Pd+2]>[ClH:5].[CH3:19][C:16]1[CH:17]=[CH:18][C:13]([NH:12][C:10]([NH:9][CH2:8][C:7]2[CH:6]=[CH:23][CH:22]=[CH:21][C:20]=2[O:24][C:25]2[CH:30]=[CH:29][CH:28]=[CH:27][CH:26]=2)=[NH:11])=[N:14][CH:15]=1 |f:0.1,3.4.5,6.7|. Procedure details: 0.111 g (0.261 mmol) N-(2-chloro-6-phenoxybenzyl)-N′-(5-methylpyridin-2-yl)guanidine acetate was dissolved in 10 mL methanol, and 10 mg Pearlman's catalyst (palladium hydroxide, 20% by weight Pd on C) was added. After evacuation and flushing of the reaction vessel with nitrogen, the reaction flask was re-evacuated and then filled with hydrogen. The reaction mixture was hydrogenated for 12 hr at room temperature. The catalyst was then separated via a membrane filter, and the resulting solution wa... The product is CCOc1ccc(C=O)cc1O. Starting materials: O=C([O-])[O-], CCI, CN(C)C=O, Cl, [K+], [K+], O=Cc1ccc(O)c(O)c1. Reaction SMILES: [C:11](=[O:12])([O-:13])[O-:14].[CH2:17]([CH3:18])[I:19].[CH3:21][N:22]([CH3:23])[CH:24]=[O:25].[ClH:20].[K+:15].[K+:16].[OH:1][c:2]1[cH:3][c:4]([CH:5]=[O:6])[cH:7][cH:8][c:9]1[OH:10]>>[OH:1][c:2]1[cH:3][c:4]([CH:5]=[O:6])[cH:7][cH:8][c:9]1[O:10][CH2:17][CH3:18]. Reactants: CN1C=CN2N=CC(=C21)C(=O)OC (1-methyl-7-methoxycarbonyl-1H-imidazo[1,2-b]pyrazole), [OH-].[Na+] (sodium hydroxide), Cl (hydrochloric acid). Product: C(=O)(O)C1=C2N(N=C1)C=CN2C (7-carboxy-1-methyl-1H-imidazo[1,2-b]pyrazole). The yield is 95.9%. As a reaction SMILES: [CH3:1][N:2]1[C:9]2[N:5]([N:6]=[CH:7][C:8]=2[C:10]([O:12]C)=[O:11])[CH:4]=[CH:3]1.[OH-].[Na+].Cl>>[C:10]([C:8]1[CH:7]=[N:6][N:5]2[CH:4]=[CH:3][N:2]([CH3:1])[C:9]=12)([OH:12])=[O:11] |f:1.2|. Procedure details: A solution of 1-methyl-7-methoxycarbonyl-1H-imidazo[1,2-b]pyrazole (5.0 g) in 4N-sodium hydroxide aqueous solution (14 ml) was refluxed for 1 hour. The reaction mixture was cooled with ice-bath and adjusted to pH 3.0 with 6N hydrochloric acid. The resultant solid was collected by filtration, washed with cold water and dried over phosphorus pentoxide in vacuo to give 7-carboxy-1-methyl-1H-imidazo[1,2-b]pyrazole (4.42 g).